The task is: describe an organic reaction: reactants, conditions, products, and yield. This data is from the Open Reaction Database (ORD), a public repository of structured organic reaction records. The reactants are C=Cc1cnc2c(ccn2C)c1, CN1CCCC1=O, CN1CCc2[nH]c3ccc(Cl)cc3c2C1, [K+], [OH-]. The product is CN1CCc2c(c3cc(Cl)ccc3n2CCc2cnc3c(ccn3C)c2)C1. RXN SMILES: [CH3:16][n:17]1[cH:18][cH:19][c:20]2[c:21]1[n:22][cH:23][c:24]([CH:26]=[CH2:27])[cH:25]2.[CH3:30][N:31]1[CH2:32][CH2:33][CH2:34][C:35]1=[O:36].[Cl:1][c:2]1[cH:3][c:4]2[c:5]3[c:6]([nH:7][c:8]2[cH:9][cH:10]1)[CH2:11][CH2:12][N:13]([CH3:15])[CH2:14]3.[K+:29].[OH-:28]>>[Cl:1][c:2]1[cH:3][c:4]2[c:5]3[c:6]([n:7]([CH2:27][CH2:26][c:24]4[cH:23][n:22][c:21]5[n:17]([CH3:16])[cH:18][cH:19][c:20]5[cH:25]4)[c:8]2[cH:9][cH:10]1)[CH2:11][CH2:12][N:13]([CH3:15])[CH2:14]3.